This data is from the Open Reaction Database (ORD), a public repository of structured organic reaction records. The task is: describe an organic reaction: reactants, conditions, products, and yield The reactants are C1CC12C(CCCC2)C=NO (spiro[2.5]octane-4-carbaldehyde oxime), ClN1C(CCC1=O)=O (N-chloro-succinimide). Yields the product ON=C(C1C2(CC2)CCCC1)Cl (N-hydroxyspiro[2.5]octane-4-carbimidoyl chloride). Reaction SMILES: [CH2:1]1[C:3]2([CH2:8][CH2:7][CH2:6][CH2:5][CH:4]2[CH:9]=[N:10][OH:11])[CH2:2]1.[Cl:12]N1C(=O)CCC1=O>>[OH:11][N:10]=[C:9]([Cl:12])[CH:4]1[CH2:5][CH2:6][CH2:7][CH2:8][C:3]21[CH2:2][CH2:1]2. Procedure details: N-hydroxyspiro[2.5]octane-4-carbimidoyl chloride (I-11J) was prepared by reaction of spiro[2.5]octane-4-carbaldehyde oxime and N-chloro-succinimide following the same protocol as described for I-6B. MS m/z 188.0 (M+1). Reactants: B#B (diborane), C(C)(C)(C)C1=CC=C(OC(C(=O)O)C)C=C1 (2-(p-tert-butylphenoxy)propionic acid), ice water. The solvent is O1CCCC1 (tetrahydrofuran), O1CCCC1 (tetrahydrofuran). Run at temperature 5 celsius, time 8 hour. Product: C(C)(C)(C)C1=CC=C(OC(CO)C)C=C1 (2-(p-tert-Butylphenoxy)-1-propanol). Isolated yield 88.9%. Reaction SMILES: [C:1]([C:5]1[CH:16]=[CH:15][C:8]([O:9][CH:10]([CH3:14])[C:11](O)=[O:12])=[CH:7][CH:6]=1)([CH3:4])([CH3:3])[CH3:2].B#B>O1CCCC1>[C:1]([C:5]1[CH:16]=[CH:15][C:8]([O:9][CH:10]([CH3:14])[CH2:11][OH:12])=[CH:7][CH:6]=1)([CH3:3])([CH3:2])[CH3:4]. Procedure details: A solution of 6.6 g of 2-(p-tert-butylphenoxy)propionic acid in 25 ml of tetrahydrofuran is added dropwise to a chilled (5° C.) solution of 60 ml of 1M diborane in tetrahydrofuran. The mixture is stirred for 1 hr at 5° C. and at room temperature overnight. The mixture is poured onto 300 g of ice-water and extracted with ether. The ether extracts are dried (MgSO4) and concentrated under vacuum to give 5.5 g of product as a colorless liquid. Reported procedure: To a mixture of 2-(2-pyridyloxy)acetic acid hydrochloride (1.5 g) and acetyl chloride (8 ml) was added at -30° C. phosphorus pentachloride (3.3 g), and the mixture was stirred at room temperature for 18 hours. Precipitated crystals were collected by filtration and washed with a small amount of acetyl chloride and diethyl ether and dried to give 2-(2-pyridyloxy)acetyl chloride (1.3 g). A mixture of 7-(D-2-phenylglycinamido)-3-methyl-3-cephem-4-carboxylic acid (2.5 g) and trimethylsilylacetamide (... Reactants: Cl.N1=C(C=CC=C1)OCC(=O)O (2-(2-pyridyloxy)acetic acid hydrochloride), C(C)(=O)Cl (acetyl chloride), P(Cl)(Cl)(Cl)(Cl)Cl (phosphorus pentachloride). The product is N1=C(C=CC=C1)OCC(=O)Cl (2-(2-pyridyloxy)acetyl chloride). Reaction conditions: time 18 hour. As a reaction SMILES: Cl.[N:2]1[CH:7]=[CH:6][CH:5]=[CH:4][C:3]=1[O:8][CH2:9][C:10]([OH:12])=O.C([Cl:16])(=O)C.P(Cl)(Cl)(Cl)(Cl)Cl>>[N:2]1[CH:7]=[CH:6][CH:5]=[CH:4][C:3]=1[O:8][CH2:9][C:10]([Cl:16])=[O:12] |f:0.1|. Reactants: FC1=C(C(=O)NC(CN2CCOCC2)C2=CC=CC=C2)C=CC=N1 (2-Fluoro-N-(2-morpholino-1-phenylethyl)nicotinamide), Cl.Cl.N1C=CC=2C1=NC=CC2OC2=C(C=C(C=C2)NC2=C(C(=O)NC1=C(C=CC=C1)C)C=CC=N2)F (2-(4-(1H-Pyrrolo[2,3-b]pyridin-4-yloxy)-3-fluorophenylamino)-N-o-tolylnicotinamide, dihydrochloride salt). Product: Cl.N1C=CC=2C1=NC=CC2OC2=C(C=C(C=C2)NC2=C(C(=O)NCC1=CC=C(C=C1)F)C=CC=N2)F (2-(4-(1H-Pyrrolo[2,3-b]pyridin-4-yloxy)-3-fluorophenylamino)-N-(4-fluorobenzyl)nicotinamide, hydrochloride salt). The yield is 13.0%. RXN SMILES: [F:1]C1N=CC=CC=1C(NC(C1C=CC=CC=1)CN1CCOCC1)=O.[ClH:25].Cl.[NH:27]1[C:31]2=[N:32][CH:33]=[CH:34][C:35]([O:36][C:37]3[CH:42]=[CH:41][C:40]([NH:43][C:44]4[N:59]=[CH:58][CH:57]=[CH:56][C:45]=4[C:46]([NH:48][C:49]4[CH:54]=[CH:53][CH:52]=[CH:51][C:50]=4[CH3:55])=[O:47])=[CH:39][C:38]=3[F:60])=[C:30]2[CH:29]=[CH:28]1>>[ClH:25].[NH:27]1[C:31]2=[N:32][CH:33]=[CH:34][C:35]([O:36][C:37]3[CH:42]=[CH:41][C:40]([NH:43][C:44]4[N:59]=[CH:58][CH:57]=[CH:56][C:45]=4[C:46]([NH:48][CH2:49][C:54]4[CH:53]=[CH:52][C:51]([F:1])=[CH:50][CH:55]=4)=[O:47])=[CH:39][C:38]=3[F:60])=[C:30]2[CH:29]=[CH:28]1 |f:1.2.3,4.5|. Procedure details: 2-Fluoro-N-(2-morpholino-1-phenylethyl)nicotinamide (0.096 g, 0.29 mmol) was converted to the title compound (0.022 g, 13%) in a manner similar to the preparation of 2-(4-(1H-pyrrolo[2,3-b]pyridin-4-yloxy)-3-fluorophenylamino)-N-o-tolylnicotinamide (Step B of Example 8). 1H NMR (DMSO-d6) δ 12.53 (s, 1H), 10.93-11.05 (m, 2H), 9.73 (d, 1H, J=7.8 Hz), 8.59 (dd, 1H, J=7.9, 1.3 Hz), 8.35 (dd, 1H, J=4.7, 1.4 Hz), 8.20 (d, 1H, J=6.2 Hz), 8.06-8.15 (m, 1H), 7.45-7.55 (m, 3H), 7.23-7.40 (m, 4H), 6.90-6.9...